This data is from the Open Reaction Database (ORD), a public repository of structured organic reaction records. The task is: describe an organic reaction: reactants, conditions, products, and yield Reactants: Cl.C(CCC#C)C=1N=C(NC1)N (4-Pent-4-ynyl-1H-imidazol-2-ylamine hydrochloride), N(=[N+]=[N-])CC1=COC=C1 (3-azidomethyl-furan). Yields the product Cl.O1C=C(C=C1)CN1N=NC(=C1)CCCC=1N=C(NC1)N (4-[3-(1-Furan-3-ylmethyl-1H-[1,2,3]triazol-4-yl)-propyl]-1Himidazol-2-ylamine hydrochloride). Isolated yield 58.1%. RXN SMILES: [ClH:1].[CH2:2]([C:7]1[N:8]=[C:9]([NH2:12])[NH:10][CH:11]=1)[CH2:3][CH2:4][C:5]#[CH:6].[N:13]([CH2:16][C:17]1[CH:21]=[CH:20][O:19][CH:18]=1)=[N+:14]=[N-:15]>>[ClH:1].[O:19]1[CH:20]=[CH:21][C:17]([CH2:16][N:13]2[CH:6]=[C:5]([CH2:4][CH2:3][CH2:2][C:7]3[N:8]=[C:9]([NH2:12])[NH:10][CH:11]=3)[N:15]=[N:14]2)=[CH:18]1 |f:0.1,3.4|. Procedure: 4-Pent-4-ynyl-1H-imidazol-2-ylamine hydrochloride (0.063 g, 0.340 mmol) was reacted with 3-azidomethyl-furan (0.050 g, 0.406 mmol) following the general procedure for click reactions outlined above to produce 4-[3-(1-Furan-3-ylmethyl-1H-[1,2,3]triazol-4-yl)-propyl]-1Himidazol-2-ylamine hydrochloride (0.061 g, 58%) as a pale yellow solid. 1H NMR (300 MHz, CD3OD) δ 7.70 (s, 1H), δ 7.56 (s, 1H), δ 7.41 (s, 1H), δ 6.44 (s, 1H), δ 6.35 (s, 1H), δ 5.35 (s, 2H), δ 2.65 (t, 2H), δ 2.45 (t, 2H), δ 1.86 (... The reactants are ClC1=CC=C(C=C1)C=CC(=O)C1=CC=C(C=C1)C(F)(F)F (3-(4-chlorophenyl)-1-(4-(trifluoromethyl)-phenyl)prop-2-en-1-one), C(CC(=O)OC)(=O)OC (dimethyl malonate). Product: ClC1=CC=C(C=C1)C(CC(C1=CC=C(C=C1)C(F)(F)F)=O)C(C(=O)OC)C(=O)OC (dimethyl 2-(1-(4-chlorophenyl)-3-oxo-3-(4-(trifluoromethyl)phenyl)-propyl)malonate). Reaction SMILES: [Cl:1][C:2]1[CH:7]=[CH:6][C:5]([CH:8]=[CH:9][C:10]([C:12]2[CH:17]=[CH:16][C:15]([C:18]([F:21])([F:20])[F:19])=[CH:14][CH:13]=2)=[O:11])=[CH:4][CH:3]=1.[C:22]([O:29][CH3:30])(=[O:28])[CH2:23][C:24]([O:26][CH3:27])=[O:25]>>[Cl:1][C:2]1[CH:7]=[CH:6][C:5]([CH:8]([CH:23]([C:22]([O:29][CH3:30])=[O:28])[C:24]([O:26][CH3:27])=[O:25])[CH2:9][C:10](=[O:11])[C:12]2[CH:17]=[CH:16][C:15]([C:18]([F:19])([F:20])[F:21])=[CH:14][CH:13]=2)=[CH:4][CH:3]=1. Procedure: By a procedure similar to that of example 1.59.2, starting from 3-(4-chlorophenyl)-1-(4-(trifluoromethyl)-phenyl)prop-2-en-1-one and dimethyl malonate, dimethyl 2-(1-(4-chlorophenyl)-3-oxo-3-(4-(trifluoromethyl)phenyl)-propyl)malonate was obtained as colourless solid. The reactants are CON(C(C)=O)C (N-methoxy-N-methylacetamide), Weinreb amide, teflon, [NH4+].[Cl-] (NH4Cl), solution, C(C)(C)[Mg]Cl (isopropyl magnesium chloride), C(C#C)N1CCOCC1 (4-Prop-2-ynyl-morpholine). Solvent: C1CCOC1 (THF), ice MeOH, C1CCOC1 (THF), C1CCOC1 (THF). Run at temperature -40 celsius, time 30 minute. Product: N1(CCOCC1)CC#CC(C)=O (5-Morpholin-4-yl-pent-3-yn-2-one). Yield: 88.7%. RXN SMILES: [CH2:1]([N:4]1[CH2:9][CH2:8][O:7][CH2:6][CH2:5]1)[C:2]#[CH:3].C([Mg]Cl)(C)C.CON(C)[C:18](=[O:20])[CH3:19].[NH4+].[Cl-]>C1COCC1>[N:4]1([CH2:1][C:2]#[C:3][C:18](=[O:20])[CH3:19])[CH2:9][CH2:8][O:7][CH2:6][CH2:5]1 |f:3.4|. Procedure: 4-Prop-2-ynyl-morpholine (22 g, 176 mmol) was dissolved under nitrogen in THF (40 mL) and cooled to −40° C. Then a 2 M solution of isopropyl magnesium chloride in THF (97 mL, 193 mmol) was added while keeping the temperature below −20° C. Stirring at −40° C. to −30° C. was continued for 30 min. In a separate flask, N-methoxy-N-methylacetamide (20 g, 193 mmol) was dissolved under nitrogen in THF (40 mL) and cooled to −10° C. in ice/MeOH. The Grignard solution prepared above was transferred to the...